Task: describe an organic reaction: reactants, conditions, products, and yield. Dataset: the Open Reaction Database (ORD), a public repository of structured organic reaction records Reactants: B(O)O (boronic acid), BrC1=C(C=O)C=CC=N1 (2-bromonicotinaldehyde), FC(C=1C=C(C=CC1)B(O)O)(F)F ((3-(trifluoromethyl)phenyl)boronic acid). The product is FC(C=1C=C(C=CC1)C1=C(C=O)C=CC=N1)(F)F (2-(3-(trifluoromethyl)phenyl)nicotinaldehyde). RXN SMILES: B(O)O.Br[C:5]1[N:12]=[CH:11][CH:10]=[CH:9][C:6]=1[CH:7]=[O:8].[F:13][C:14]([F:25])([F:24])[C:15]1[CH:16]=[C:17](B(O)O)[CH:18]=[CH:19][CH:20]=1>>[F:13][C:14]([F:25])([F:24])[C:15]1[CH:20]=[C:19]([C:5]2[N:12]=[CH:11][CH:10]=[CH:9][C:6]=2[CH:7]=[O:8])[CH:18]=[CH:17][CH:16]=1. Procedure: 2-(3-(trifluoromethyl)phenyl)nicotinaldehyde was prepared using the general boronic acid coupling procedure for 2-bromonicotinaldehyde and (3-(trifluoromethyl)phenyl)boronic acid (100 mg, 135.1 mg theoretical, 74%). LC-MS m/z 252.2 (M+1). Reactants: C1(=CC=CC=C1)C=1SC=CC1NC(OCC1CN2CCC1CC2)=O (1-azabicyclo[2.2.2]oct-3-ylmethyl (2-phenyl-3-thienyl)carbamate), IC (iodomethane). Solvent: CCOC(=O)C (EtOAc). Reaction conditions: time 8 hour. The product is [I-].C[N+]12CC(C(CC1)CC2)COC(NC2=C(SC=C2)C2=CC=CC=C2)=O (1-methyl-3-({[(2-phenyl-3-thienyl)carbamoyl]oxy}methyl)-1-azoniabicyclo[2.2.2]octane iodide). RXN SMILES: [C:1]1([C:7]2[S:8][CH:9]=[CH:10][C:11]=2[NH:12][C:13](=[O:24])[O:14][CH2:15][CH:16]2[CH:21]3[CH2:22][CH2:23][N:18]([CH2:19][CH2:20]3)[CH2:17]2)[CH:6]=[CH:5][CH:4]=[CH:3][CH:2]=1.[I:25][CH3:26]>CCOC(C)=O>[I-:25].[CH3:26][N+:18]12[CH2:19][CH2:20][CH:21]([CH2:22][CH2:23]1)[CH:16]([CH2:15][O:14][C:13](=[O:24])[NH:12][C:11]1[CH:10]=[CH:9][S:8][C:7]=1[C:1]1[CH:6]=[CH:5][CH:4]=[CH:3][CH:2]=1)[CH2:17]2 |f:3.4|. Procedure details: To a solution of 1-azabicyclo[2.2.2]oct-3-ylmethyl (2-phenyl-3-thienyl)carbamate (100 mg) in EtOAc (2 mL) was added iodomethane (36 μL) at room temperature, followed by stirring for overnight. The reaction mixture was filtered, then concentrated under reduced pressure, and freeze-dried to obtain 1-methyl-3-({[(2-phenyl-3-thienyl)carbamoyl]oxy}methyl)-1-azoniabicyclo[2.2.2]octane iodide (88 mg) as a yellow amorphous substance.